From a dataset of the Open Reaction Database (ORD), a public repository of structured organic reaction records. describe an organic reaction: reactants, conditions, products, and yield Starting materials: ClC1=NC(=NC(=N1)NC1=CC(=C(C=C1)N1C=NC(=C1)C)OC)N(C)C (6-Chloro-N-[3-methoxy-4-(4-methyl-imidazol-1-yl)-phenyl]-N′,N′-dimethyl-[1,3,5]triazine-2,4-diamine), OC1=C(C=CC=C1)C(F)(F)F (2-hydroxy-benzotrifluoride), C([O-])([O-])=O.[K+].[K+] (potassium carbonate). Run in C(C)#N (acetonitrile), O (water). Yields the product COC=1C=C(C=CC1N1C=NC(=C1)C)NC1=NC(=NC(=N1)N(C)C)OC1=C(C=CC=C1)C(F)(F)F (N-[3-Methoxy-4-(4-methyl-imidazol-1-yl)-phenyl]-N′,N′-dimethyl-6-(2-trifluoromethyl-phenoxy)-[1,3,5]triazine-2,4-diamine). Isolated yield 15.4%. As a reaction SMILES: Cl[C:2]1[N:7]=[C:6]([NH:8][C:9]2[CH:14]=[CH:13][C:12]([N:15]3[CH:19]=[C:18]([CH3:20])[N:17]=[CH:16]3)=[C:11]([O:21][CH3:22])[CH:10]=2)[N:5]=[C:4]([N:23]([CH3:25])[CH3:24])[N:3]=1.[OH:26][C:27]1[CH:32]=[CH:31][CH:30]=[CH:29][C:28]=1[C:33]([F:36])([F:35])[F:34].C(=O)([O-])[O-].[K+].[K+]>C(#N)C.O>[CH3:22][O:21][C:11]1[CH:10]=[C:9]([NH:8][C:6]2[N:5]=[C:4]([N:23]([CH3:25])[CH3:24])[N:3]=[C:2]([O:26][C:27]3[CH:32]=[CH:31][CH:30]=[CH:29][C:28]=3[C:33]([F:34])([F:35])[F:36])[N:7]=2)[CH:14]=[CH:13][C:12]=1[N:15]1[CH:19]=[C:18]([CH3:20])[N:17]=[CH:16]1 |f:2.3.4|. Reported procedure: 6-Chloro-N-[3-methoxy-4-(4-methyl-imidazol-1-yl)-phenyl]-N′,N′-dimethyl-[1,3,5]triazine-2,4-diamine (200 mg, 0.56 mmol) in 7 ml acetonitrile was treated with 2-hydroxy-benzotrifluoride (95 mg, 0.59 mmol) and potassium carbonate (85 mg, 0.62 mmol). The resulting mixture was stirred under reflux for 5 days. The mixture was then diluted with 25 ml of water and extracted with ethyl acetate. Chromatography on silica gel using ethyl acetate as a solvent and subsequent crystallization from methanol gav... Reactants: OO (H2O2), C(=O)(C(F)(F)F)OC(=O)C(F)(F)F (TFAA), OO (H2O2), C(C)C=1N=[N+](C2=C(N1)C=C1CCCC1=C2)[O-] (Ethyl-7,8-dihydro-6H-indeno[5,6-e][1,2,4]triazine 1-Oxide), C(=O)(C(F)(F)F)O (TFA), N (NH3). Solvent: C(Cl)Cl (DCM), C(Cl)(Cl)Cl (CHCl3). Reaction conditions: temperature 20 celsius, time 10 minute. The product is [N+](=O)([O-])C1=C(C=C2CCCC2=C1)NC(C)=O (N-(6-nitro-2,3-dihydro-1H-inden-5-yl)acetamide). RXN SMILES: OO.C(O[C:10]([C:12](F)(F)F)=[O:11])(C(F)(F)F)=O.C(C1N=[N+:20]([O-:31])[C:21]2[CH:30]=[C:29]3[C:25]([CH2:26][CH2:27][CH2:28]3)=[CH:24][C:22]=2[N:23]=1)C.C(O)(C(F)(F)F)=[O:33].N>C(Cl)Cl.C(Cl)(Cl)Cl>[N+:20]([C:21]1[CH:30]=[C:29]2[C:25]([CH2:26][CH2:27][CH2:28]2)=[CH:24][C:22]=1[NH:23][C:10](=[O:11])[CH3:12])([O-:31])=[O:33]. Procedure details: H2O2 (70%, 0.15 mL, ca. 2.9 mmol) was added dropwise to a stirred solution of TFAA (0.40 mL, 2.9 mmol) in DCM (5 mL) at 0° C. The solution was stirred at 20° C. for 10 min, then cooled to 0° C., and added to a solution of 1-oxide 67 (60 mg, 0.29 mmol) and TFA (0.05 mL, 0.63 mmol) in CHCl3 (5 mL) at 0° C. Another aliquot of H2O2 (0.15 mL) was added after 24 h, and the solution stirred at 20° C. for another 24 h. The solution was made basic with dilute aqueous NH3 solution and extracted with CHCl3... Starting materials: OCC#CC=1C=C(C=CC1)S(=O)(=O)NC1=CC=CC=C1 (3-(3-Hydroxyprop-1-ynyl)-N-phenylbenzenesulfonamide), resultant mixture. Run in CC(=O)OI1(C=2C=CC=CC2C(=O)O1)(OC(=O)C)OC(=O)C (Dess-Martin reagent), C(Cl)Cl (methylene chloride). Yields the product O=CC#CC=1C=C(C=CC1)S(=O)(=O)NC1=CC=CC=C1 (3-(3-Oxoprop-1-ynyl)-N-phenylbenzenesulfonamide). Yield: 86.7%. Reaction SMILES: [OH:1][CH2:2][C:3]#[C:4][C:5]1[CH:6]=[C:7]([S:11]([NH:14][C:15]2[CH:20]=[CH:19][CH:18]=[CH:17][CH:16]=2)(=[O:13])=[O:12])[CH:8]=[CH:9][CH:10]=1>CC(OI1(OC(C)=O)(OC(C)=O)OC(=O)C2C=CC=CC1=2)=O.C(Cl)Cl>[O:1]=[CH:2][C:3]#[C:4][C:5]1[CH:6]=[C:7]([S:11]([NH:14][C:15]2[CH:16]=[CH:17][CH:18]=[CH:19][CH:20]=2)(=[O:13])=[O:12])[CH:8]=[CH:9][CH:10]=1. Procedure details: 3-(3-Hydroxyprop-1-ynyl)-N-phenylbenzenesulfonamide (53a) (0.55 g, 1.9 mmol) was dissolved in a solution of Dess-Martin reagent in methylene chloride (0.157 g/ml) (8.2 ml) and the resultant mixture was stirred at ambient temperature for 30 min. The mixture was partitioned between water (50 ml) and ether (50 ml), and ether solution was washed successively with 5% Na2CO3, water, and dried (Na2SO4). The solvents were removed under reduced pressure to give the title compound (0.47 g, 72%) as an oil.... Reactants: CCN=C=NCCCN(C)C, CN(C)C=O, Cl, O=C(O)c1ccc(F)c(C(F)(F)F)c1, Nc1cccc(Oc2ccc3nc(NC(=O)C4CC4)cn3n2)c1, On1nnc2ccccc21. Product: O=C(Nc1cccc(Oc2ccc3nc(NC(=O)C4CC4)cn3n2)c1)c1ccc(F)c(C(F)(F)F)c1. As a reaction SMILES: [CH2:49]([N:50]=[C:51]=[N:52][CH2:53][CH2:54][CH2:55][N:56]([CH3:57])[CH3:58])[CH3:59].[CH3:60][N:61]([CH3:62])[CH:63]=[O:64].[ClH:48].[F:24][c:25]1[c:26]([C:34]([F:35])([F:36])[F:37])[cH:27][c:28]([C:29](=[O:30])[OH:31])[cH:32][cH:33]1.[NH2:1][c:2]1[cH:3][c:4]([O:5][c:6]2[cH:7][cH:8][c:9]3[n:10]([n:11]2)[cH:12][c:13]([NH:15][C:16](=[O:17])[CH:18]2[CH2:19][CH2:20]2)[n:14]3)[cH:21][cH:22][cH:23]1.[OH:38][n:39]1[c:40]2[cH:41][cH:42][cH:43][cH:44][c:45]2[n:46][n:47]1>>[NH:1]([c:2]1[cH:3][c:4]([O:5][c:6]2[cH:7][cH:8][c:9]3[n:10]([n:11]2)[cH:12][c:13]([NH:15][C:16](=[O:17])[CH:18]2[CH2:19][CH2:20]2)[n:14]3)[cH:21][cH:22][cH:23]1)[C:29]([c:28]1[cH:27][c:26]([C:34]([F:35])([F:36])[F:37])[c:25]([F:24])[cH:33][cH:32]1)=[O:30].